Dataset: the Open Reaction Database (ORD), a public repository of structured organic reaction records. Task: describe an organic reaction: reactants, conditions, products, and yield Reactants: O (Water), [Si](C)(C)(C(C)(C)C)OC=1C(=C(C=CC1)O)F (3-tert-butyldimethylsilyloxy-2-fluorophenol), C(=O)=O.C(C)OCC (dry-ice diethyl ether), C(C)(CC)[Li] (sec-butyllithium). Run in C1CCOC1 (THF). Conditions: temperature -70 celsius, time 1 hour. Yields the product [Si](C)(C)(C(C)(C)C)OC=1C(=C(C(=O)O)C=CC1)F (3-tert-Butyldimethylsilyloxy-2-fluorobenzoic acid). The yield is 70.0%. RXN SMILES: [Si:1]([O:8][C:9]1[C:10]([F:16])=[C:11](O)[CH:12]=[CH:13][CH:14]=1)([C:4]([CH3:7])([CH3:6])[CH3:5])([CH3:3])[CH3:2].C([Li])(CC)C.[C:22](=[O:24])=[O:23].C(OCC)C.O>C1COCC1>[Si:1]([O:8][C:9]1[C:10]([F:16])=[C:11]([CH:12]=[CH:13][CH:14]=1)[C:22]([OH:24])=[O:23])([C:4]([CH3:7])([CH3:6])[CH3:5])([CH3:3])[CH3:2] |f:2.3|. Procedure details: A solution of 3-tert-butyldimethylsilyloxy-2-fluorophenol (10.59 g, 46.8 mmol) in THF (150 ml) cooled to -70° C. was added dropwise over 5 min. sec-butyllithium (42 ml, 1.12M in cyclohexane). The reaction mixture was stirred ad -70° C. for 1 h and then poured into a slurry of dry-ice/diethyl ether. Water (200 ml) was added cautiously and the organic layer separated and discarded. The aqueous layer was acidified to pH 2 with concentrated HCl and extracted with ethyl acetate (3×100 ml). The combin...